From a dataset of the Open Reaction Database (ORD), a public repository of structured organic reaction records. describe an organic reaction: reactants, conditions, products, and yield Reactants: CCOC(=O)C(Cl)(c1ccccc1)C(C)C, CC#N, c1c[nH]cn1. Product: CCOC(=O)C(c1ccccc1)(c1ncc[nH]1)C(C)C. As a reaction SMILES: [CH2:1]([CH3:2])[O:3][C:4]([C:5]([Cl:6])([CH:7]([CH3:8])[CH3:9])[c:10]1[cH:11][cH:12][cH:13][cH:14][cH:15]1)=[O:16].[CH3:22][C:23]#[N:24].[nH:17]1[cH:18][n:19][cH:20][cH:21]1>>[CH2:1]([CH3:2])[O:3][C:4]([C:5]([CH:7]([CH3:8])[CH3:9])([c:10]1[cH:11][cH:12][cH:13][cH:14][cH:15]1)[c:18]1[nH:17][cH:21][cH:20][n:19]1)=[O:16].